This data is from the Open Reaction Database (ORD), a public repository of structured organic reaction records. The task is: describe an organic reaction: reactants, conditions, products, and yield Starting materials: ClC1=C(C=C(C(=O)C(CC(=O)O)C)C=C1)[N+](=O)[O-] (3-(4-chloro-3-nitrobenzoyl)-butyric acid), O.NN (hydrazine hydrate), ice water. The solvent is C(C)(=O)O (acetic acid). Reaction conditions: time 2 hour. Product: ClC1=C(C=C(C=C1)C=1C(CC(NN1)=O)C)[N+](=O)[O-] (6-(4-chloro-3-nitrophenyl)-5-methyl-2,3,4,5-tetrahydropyridazin-3-one). Reaction SMILES: [Cl:1][C:2]1[CH:15]=[CH:14][C:5]([C:6]([CH:8]([CH3:13])[CH2:9][C:10](O)=[O:11])=O)=[CH:4][C:3]=1[N+:16]([O-:18])=[O:17].O.[NH2:20][NH2:21]>C(O)(=O)C>[Cl:1][C:2]1[CH:15]=[CH:14][C:5]([C:6]2[CH:8]([CH3:13])[CH2:9][C:10](=[O:11])[NH:20][N:21]=2)=[CH:4][C:3]=1[N+:16]([O-:18])=[O:17] |f:1.2|. Procedure details: 920 g of 3-(4-chloro-3-nitrobenzoyl)-butyric acid are added to a mixture of 6.8 1 of acetic acid and 499 g of hydrazine hydrate, and the mixture is stirred for 2 hours at 95°-100°. It is poured into ice water, and filtration gives 6-(4-chloro-3-nitrophenyl)-5-methyl-2,3,4,5-tetrahydropyridazin-3-one, m.p. 186°-188°. The reactants are ClC1=NC2=CC(=CC=C2C(=N1)Cl)Cl (2,4,7-trichloro-quinazoline), C(C)NCC (diethylamine). Product: ClC1=NC2=CC(=CC=C2C(=N1)N(CC)CC)Cl ((2,7-dichloro-quinazolin-4-yl)-diethyl-amine). RXN SMILES: [Cl:1][C:2]1[N:11]=[C:10](Cl)[C:9]2[C:4](=[CH:5][C:6]([Cl:13])=[CH:7][CH:8]=2)[N:3]=1.[CH2:14]([NH:16][CH2:17][CH3:18])[CH3:15]>>[Cl:1][C:2]1[N:11]=[C:10]([N:16]([CH2:17][CH3:18])[CH2:14][CH3:15])[C:9]2[C:4](=[CH:5][C:6]([Cl:13])=[CH:7][CH:8]=2)[N:3]=1. Reported procedure: Analogously to example 17, 2,4,7-trichloro-quinazoline is reacted with diethylamine to give (2,7-dichloro-quinazolin-4-yl)-diethyl-amine and is further reacted Starting materials: COC1=CC=C(C=C1)N (p-anisidine), COC=1C=C(C(=O)O)C=CC1[N+](=O)[O-] (3-methoxy-4-nitrobenzoic acid). The product is COC=1C=C(C(=O)NC2=CC=C(C=C2)OC)C=CC1[N+](=O)[O-] (3-Methoxy-4-nitro-N-(4-methoxyphenyl)benzamide). Isolated yield 92.6%. As a reaction SMILES: [CH3:1][O:2][C:3]1[CH:8]=[CH:7][C:6]([NH2:9])=[CH:5][CH:4]=1.[CH3:10][O:11][C:12]1[CH:13]=[C:14]([CH:18]=[CH:19][C:20]=1[N+:21]([O-:23])=[O:22])[C:15](O)=[O:16]>>[CH3:10][O:11][C:12]1[CH:13]=[C:14]([CH:18]=[CH:19][C:20]=1[N+:21]([O-:23])=[O:22])[C:15]([NH:9][C:6]1[CH:7]=[CH:8][C:3]([O:2][CH3:1])=[CH:4][CH:5]=1)=[O:16]. Procedure details: Using p-anisidine (738 mg, 6.0 mmol) and 3-methoxy-4-nitrobenzoic acid (986 mg, 5.0 mmol), the procedure of Reference Example 16 was repeated to obtain 1.40 g (92.7%) of the title compound in the form of colorless powder.